describe an organic reaction: reactants, conditions, products, and yield From a dataset of the Open Reaction Database (ORD), a public repository of structured organic reaction records. The reactants are CC(=O)O[BH-](OC(C)=O)OC(C)=O, CC(=O)O, ClCCCl, O=Cc1cccc(OC(F)(F)C(F)F)c1, Nc1cccc(O)c1, [Na+], O. RXN SMILES: [C:24]([O:25][BH-:26]([O:27][C:28](=[O:29])[CH3:30])[O:31][C:32](=[O:33])[CH3:34])(=[O:35])[CH3:36].[CH3:38][C:39](=[O:40])[OH:41].[Cl:42][CH2:43][CH2:44][Cl:45].[F:9][C:10]([CH:11]([F:12])[F:13])([O:14][c:15]1[cH:16][c:17]([CH:18]=[O:19])[cH:20][cH:21][cH:22]1)[F:23].[NH2:1][c:2]1[cH:3][cH:4][cH:5][c:6]([OH:7])[cH:8]1.[Na+:37].[OH2:46]>>[NH:1]([c:2]1[cH:3][cH:4][cH:5][c:6]([OH:7])[cH:8]1)[CH2:18][c:17]1[cH:16][c:15]([O:14][C:10]([F:9])([CH:11]([F:12])[F:13])[F:23])[cH:22][cH:21][cH:20]1. Product: Oc1cccc(NCc2cccc(OC(F)(F)C(F)F)c2)c1. The product is [Si](C)(C)(C(C)(C)C)OC[C@H]1[C@@H](CC(C1)=C)C1=CC=CC=C1 ((+−)-trans-1-t-Butyldimethylsilyloxymethyl-4-methylene-2-phenylcyclopentane). Conditions: time 16 hour. The solvent is C(Cl)Cl (methylene chloride). The yield is 104.4%. As a reaction SMILES: [OH:1][CH2:2][C@@H:3]1[CH2:7][C:6](=[CH2:8])[CH2:5][C@H:4]1[C:9]1[CH:14]=[CH:13][CH:12]=[CH:11][CH:10]=1.[Si:15](Cl)([C:18]([CH3:21])([CH3:20])[CH3:19])([CH3:17])[CH3:16].CCN(C(C)C)C(C)C.Cl>C(Cl)Cl>[Si:15]([O:1][CH2:2][C@@H:3]1[CH2:7][C:6](=[CH2:8])[CH2:5][C@H:4]1[C:9]1[CH:10]=[CH:11][CH:12]=[CH:13][CH:14]=1)([C:18]([CH3:21])([CH3:20])[CH3:19])([CH3:17])[CH3:16]. Procedure: To a solution of (+−)-trans-1-hydroxymethyl-4-methylene-2-phenylcyclopentane from Step B (2.5 g, 13.3 mmol) in methylene chloride (50 mL) was added t-butyldimethylsilyl chloride (3.0 g, 20 mmol) and DIPEA (4.7 mL, 27 mmol). The reaction was stirred at rt for 16 h, poured into dilute aq. HCl and extracted twice with ether. The organic layers were washed with brine, dried over sodium sulfate, combined and concentrated. The residue was purified by FC (5% ethyl acetate in hexanes) to afford the titl... Starting materials: OC[C@H]1[C@@H](CC(C1)=C)C1=CC=CC=C1 ((+−)-trans-1-hydroxymethyl-4-methylene-2-phenylcyclopentane), [Si](C)(C)(C(C)(C)C)Cl (t-butyldimethylsilyl chloride), CCN(C(C)C)C(C)C (DIPEA), Cl (HCl). Reaction conditions: time 5 hour. RXN SMILES: [C:1]1([NH:7][NH:8][C:9]([NH2:11])=[O:10])[CH:6]=[CH:5][CH:4]=[CH:3][CH:2]=1.[C:12]1(C)C=CC(S(O)(=O)=O)=C[CH:13]=1>C(OC)(OC)(OC)C>[OH:10][C:9]1[N:11]=[C:12]([CH3:13])[N:7]([C:1]2[CH:2]=[CH:3][CH:4]=[CH:5][CH:6]=2)[N:8]=1. Yields the product OC1=NN(C(=N1)C)C1=CC=CC=C1 (3-hydroxy-5-methyl-1-phenyl-1,2,4-1H-triazole). Procedure: Twenty-five g of 1-phenylsemicarbazide and 150 ml of trimethyl orthoacetate were combined, and 100 mg of p-toluenesulfonic acid was added. The mixture was stirred on a steam bath for 5 hours, and was then cooled and evaporated under vacuum. The residue was recrystallized from ethanol to obtain 24.6 g of the desired product. The reactants are C1(=CC=CC=C1)NNC(=O)N (1-phenylsemicarbazide), C1(=CC=C(C=C1)S(=O)(=O)O)C (p-toluenesulfonic acid). Solvent: C(C)(OC)(OC)OC (trimethyl orthoacetate). The reactants are CCCCCCC(C)Oc1ccc(C)c([N+](=O)[O-])c1, ClCCl, O=C1CCC(=O)N1Br. The product is CCCCCCC(C)Oc1ccc(CBr)c([N+](=O)[O-])c1. Reaction SMILES: [CH3:9][CH:10]([CH2:11][CH2:12][CH2:13][CH2:14][CH2:15][CH3:16])[O:17][c:18]1[cH:19][c:20]([N+:25](=[O:26])[O-:27])[c:21]([CH3:24])[cH:22][cH:23]1.[Cl:28][CH2:29][Cl:30].[O:1]=[C:2]1[N:3]([Br:8])[C:4](=[O:5])[CH2:6][CH2:7]1>>[Br:8][CH2:24][c:21]1[c:20]([N+:25](=[O:26])[O-:27])[cH:19][c:18]([O:17][CH:10]([CH3:9])[CH2:11][CH2:12][CH2:13][CH2:14][CH2:15][CH3:16])[cH:23][cH:22]1. The reactants are C(C1=CC=CC=C1)(=O)Cl (benzoyl chloride), C(C)(C)(C)C1=CC=C(C(=O)NC=2C(=CC=CC2)N)C=C1 (N1-(4-tert-butylbenzoyl)-1,2-benzenediamine). Procedure: Using the procedure described in Example 93, Part A, benzoyl chloride (0.80 mmol) and N1-(4-tert-butylbenzoyl)-1,2-benzenediamine (0.75 mmol) yielded 150 mg (54%) of the title compound. Yields the product C(C1=CC=CC=C1)(=O)NC=1C(=CC=CC1)NC(C1=CC=C(C=C1)C(C)(C)C)=O (N1-Benzoyl-N2-(4-tert-butylbenzoyl)-1,2-benzenediamine). RXN SMILES: [C:1](Cl)(=[O:8])[C:2]1[CH:7]=[CH:6][CH:5]=[CH:4][CH:3]=1.[C:10]([C:14]1[CH:29]=[CH:28][C:17]([C:18]([NH:20][C:21]2[C:22]([NH2:27])=[CH:23][CH:24]=[CH:25][CH:26]=2)=[O:19])=[CH:16][CH:15]=1)([CH3:13])([CH3:12])[CH3:11]>>[C:1]([NH:27][C:22]1[C:21]([NH:20][C:18](=[O:19])[C:17]2[CH:28]=[CH:29][C:14]([C:10]([CH3:12])([CH3:11])[CH3:13])=[CH:15][CH:16]=2)=[CH:26][CH:25]=[CH:24][CH:23]=1)(=[O:8])[C:2]1[CH:7]=[CH:6][CH:5]=[CH:4][CH:3]=1. The yield is 53.7%. Reactants: C1CCOC1, CCOC(=O)C1CCCN(S(=O)(=O)CC[Si](C)(C)C)C1. Yields the product C[Si](C)(C)CCS(=O)(=O)N1CCCC(CO)C1. Reaction SMILES: [CH2:21]1[O:22][CH2:23][CH2:24][CH2:25]1.[CH3:1][Si:2]([CH2:3][CH2:4][S:5](=[O:6])(=[O:7])[N:8]1[CH2:9][CH:10]([C:14](=[O:15])[O:16][CH2:17][CH3:18])[CH2:11][CH2:12][CH2:13]1)([CH3:19])[CH3:20]>>[CH3:1][Si:2]([CH2:3][CH2:4][S:5](=[O:6])(=[O:7])[N:8]1[CH2:9][CH:10]([CH2:14][OH:15])[CH2:11][CH2:12][CH2:13]1)([CH3:19])[CH3:20].